From a dataset of the Open Reaction Database (ORD), a public repository of structured organic reaction records. describe an organic reaction: reactants, conditions, products, and yield Reactants: C1CCOC1, COC(=O)C=CC=CCS(=O)c1ccc(Cl)cc1, CO, [K+], NO, [OH-]. The product is O=C(C=CC=CCS(=O)c1ccc(Cl)cc1)NO. RXN SMILES: [CH2:25]1[O:26][CH2:27][CH2:28][CH2:29]1.[CH3:1][O:2][C:3]([CH:4]=[CH:5][CH:6]=[CH:7][CH2:8][S:9](=[O:10])[c:11]1[cH:12][cH:13][c:14]([Cl:17])[cH:15][cH:16]1)=[O:18].[CH3:23][OH:24].[K+:22].[NH2:19][OH:20].[OH-:21]>>[O:2]=[C:3]([CH:4]=[CH:5][CH:6]=[CH:7][CH2:8][S:9](=[O:10])[c:11]1[cH:12][cH:13][c:14]([Cl:17])[cH:15][cH:16]1)[NH:19][OH:20]. Reactants: CC(C)(C)N, O=S(=O)(Cl)c1ccccc1F. The product is CC(C)(C)NS(=O)(=O)c1ccccc1F. As a reaction SMILES: [C:12]([CH3:13])([CH3:14])([CH3:15])[NH2:16].[F:1][c:2]1[c:3]([S:8](=[O:9])(=[O:10])[Cl:11])[cH:4][cH:5][cH:6][cH:7]1>>[F:1][c:2]1[c:3]([S:8](=[O:9])(=[O:10])[NH:16][C:12]([CH3:13])([CH3:14])[CH3:15])[cH:4][cH:5][cH:6][cH:7]1. Starting materials: [BH-](OC(=O)C)(OC(=O)C)OC(=O)C.[Na+] (NaBH(OAc)3), C(=O)C1CC2(CCCC2)CCN1C(=O)OC(C)(C)C ((±)tert-butyl 7-formyl-8-azaspiro[4.5]decane-8-carboxylate), C(=O)C1CC2(CCCC2)CCN1C(=O)OC(C)(C)C ((±)tert-butyl 7-formyl-8-azaspiro[4.5]decane-8-carboxylate), C(C)(=O)O (acetic acid), NC1=NC(=CC=C1)C (2-amino 6 picoline). The solvent is C(=O)(O)[O-].[Na+] (NaHCO3), ClC(C)Cl (dichloroethane). Reaction conditions: time 18 hour. Yields the product CC1=CC=CC(=N1)NCC1CC2(CCCC2)CCN1C(=O)OC(C)(C)C ((±)tert-butyl 7-(((6-methylpyridin-2-yl)amino)methyl)-8-azaspiro[4.5]decane-8-carboxylate). Yield: 48.3%. As a reaction SMILES: [CH:1]([CH:3]1[N:12]([C:13]([O:15][C:16]([CH3:19])([CH3:18])[CH3:17])=[O:14])[CH2:11][CH2:10][C:5]2([CH2:9][CH2:8][CH2:7][CH2:6]2)[CH2:4]1)=O.C(O)(=O)C.[NH2:24][C:25]1[CH:30]=[CH:29][CH:28]=[C:27]([CH3:31])[N:26]=1.[BH-](OC(C)=O)(OC(C)=O)OC(C)=O.[Na+]>ClC(Cl)C.C([O-])(O)=O.[Na+]>[CH3:31][C:27]1[N:26]=[C:25]([NH:24][CH2:1][CH:3]2[N:12]([C:13]([O:15][C:16]([CH3:19])([CH3:18])[CH3:17])=[O:14])[CH2:11][CH2:10][C:5]3([CH2:9][CH2:8][CH2:7][CH2:6]3)[CH2:4]2)[CH:30]=[CH:29][CH:28]=1 |f:3.4,6.7|. Procedure details: (±)tert-butyl 7-formyl-8-azaspiro[4.5]decane-8-carboxylate (Intermediate 72, 2 g, 7.48 mmol) was dissolved in dichloroethane (25 ml), then acetic acid (5 eq) and 2-amino 6 picoline (810 mg, 7.48 mmol) were added. After 3 hours at room temperature NaBH(OAc)3 (2.53 g, 11.96 mmol) was added and the reaction was maintained under stirring at room temperature for 18 hours. The reaction was poured in aqueous NaHCO3 and extracted with ethylacetate. The organic layers were combined, dried (Na2SO4) and co... Starting materials: CC(C)C(NS(=O)(=O)c1ccc(-c2ccc(COc3cc4ccccc4cn3)cc2)cc1)C(=O)OC(C)(C)C, ClCCl, O=C(O)C(F)(F)F. The product is CC(C)C(NS(=O)(=O)c1ccc(-c2ccc(COc3cc4ccccc4cn3)cc2)cc1)C(=O)O. RXN SMILES: [C:1]([CH3:2])([CH3:3])([CH3:4])[O:5][C:6]([CH:7]([CH:8]([CH3:9])[CH3:10])[NH:11][S:12](=[O:13])(=[O:14])[c:15]1[cH:16][cH:17][c:18](-[c:21]2[cH:22][cH:23][c:24]([CH2:27][O:28][c:29]3[n:30][cH:31][c:32]4[cH:33][cH:34][cH:35][cH:36][c:37]4[cH:38]3)[cH:25][cH:26]2)[cH:19][cH:20]1)=[O:39].[Cl:47][CH2:48][Cl:49].[F:40][C:41]([F:42])([F:43])[C:44]([OH:45])=[O:46]>>[O:5]=[C:6]([CH:7]([CH:8]([CH3:9])[CH3:10])[NH:11][S:12](=[O:13])(=[O:14])[c:15]1[cH:16][cH:17][c:18](-[c:21]2[cH:22][cH:23][c:24]([CH2:27][O:28][c:29]3[n:30][cH:31][c:32]4[cH:33][cH:34][cH:35][cH:36][c:37]4[cH:38]3)[cH:25][cH:26]2)[cH:19][cH:20]1)[OH:39].